Dataset: the Open Reaction Database (ORD), a public repository of structured organic reaction records. Task: describe an organic reaction: reactants, conditions, products, and yield The reactants are C(c1cc(cc(c1F)F)[Br])=O, CC1=CN=C(C=C1)N, [C-]#[N+]C1CCCCC1. Reagents/catalysts: O=C(O)C(F)(F)F (trifluoroacetic acid). Run in CC(C)O (isopropyl alcohol), CC(C)O (isopropylalcohol). Run at temperature 22 celsius, time 20 hour. The product is Cc1ccc2nc(c3cc(cc(c3F)F)[Br])c(NC3CCCCC3)n2c1. The yield is 7.4%. RXN SMILES: CC1=CC=C(N)N=C1.[C-]#[N+]C1CCCCC1.FC1=C(F)C(C=O)=CC(Br)=C1>>CC1=CN2C(C=C1)=NC(=C2NC1CCCCC1)C1=CC(Br)=CC(F)=C1F.